Dataset: the Open Reaction Database (ORD), a public repository of structured organic reaction records. Task: describe an organic reaction: reactants, conditions, products, and yield Starting materials: CC(C)(C)c1cc(-c2ccccc2)n(Cc2ccc(CO)cc2)n1, ClCCl, CCOC(=O)CCc1ccc(O)cc1F, CCOC(=O)N=NC(=O)OCC, c1ccc(P(c2ccccc2)c2ccccc2)cc1. Product: CCOC(=O)CCc1ccc(OCc2ccc(Cn3nc(C(C)(C)C)cc3-c3ccccc3)cc2)cc1F. As a reaction SMILES: [C:1]([CH3:2])([CH3:3])([CH3:4])[c:5]1[n:6][n:7]([CH2:16][c:17]2[cH:18][cH:19][c:20]([CH2:23][OH:24])[cH:21][cH:22]2)[c:8](-[c:10]2[cH:11][cH:12][cH:13][cH:14][cH:15]2)[cH:9]1.[Cl:71][CH2:72][Cl:73].[F:25][c:26]1[c:27]([CH2:33][CH2:34][C:35](=[O:36])[O:37][CH2:38][CH3:39])[cH:28][cH:29][c:30]([OH:32])[cH:31]1.[O:59]=[C:60]([O:61][CH2:62][CH3:63])[N:64]=[N:65][C:66]([O:67][CH2:68][CH3:69])=[O:70].[c:40]1([P:41]([c:42]2[cH:43][cH:44][cH:45][cH:46][cH:47]2)[c:48]2[cH:49][cH:50][cH:51][cH:52][cH:53]2)[cH:54][cH:55][cH:56][cH:57][cH:58]1>>[C:1]([CH3:2])([CH3:3])([CH3:4])[c:5]1[n:6][n:7]([CH2:16][c:17]2[cH:18][cH:19][c:20]([CH2:23][O:24][c:30]3[cH:29][cH:28][c:27]([CH2:33][CH2:34][C:35](=[O:36])[O:37][CH2:38][CH3:39])[c:26]([F:25])[cH:31]3)[cH:21][cH:22]2)[c:8](-[c:10]2[cH:11][cH:12][cH:13][cH:14][cH:15]2)[cH:9]1.